From a dataset of the Open Reaction Database (ORD), a public repository of structured organic reaction records. describe an organic reaction: reactants, conditions, products, and yield Starting materials: OC1=C(C=C(C=O)C=C1[N+](=O)[O-])OCCOC (4-hydroxy-3-(2-methoxyethoxy)-5-nitrobenzaldehyde), OC1=C(C=C(C=O)C=C1[N+](=O)[O-])OCCOC (4-hydroxy-3-(2-methoxyethoxy)-5-nitrobenzaldehyde), C1(=CC=CC=C1)C(CC1=CC=CC=C1)=O (1,2-diphenylethanone), NC(=O)N (urea), Cl (HCl). Solvent: C(C)O (ethanol). Yields the product OC1=C(C=C(C=C1[N+](=O)[O-])C1NC(NC(=C1C1=CC=CC=C1)C1=CC=CC=C1)=O)OCCOC (4-(4-hydroxy-3-(2-methoxyethoxy)-5-nitrophenyl)-5,6-diphenyl-3,4-dihydropyrimidin-2(1H)-one). Isolated yield 42.3%. RXN SMILES: [OH:1][C:2]1[C:9]([N+:10]([O-:12])=[O:11])=[CH:8][C:5]([CH:6]=O)=[CH:4][C:3]=1[O:13][CH2:14][CH2:15][O:16][CH3:17].[C:18]1([C:24](=O)[CH2:25][C:26]2[CH:31]=[CH:30][CH:29]=[CH:28][CH:27]=2)[CH:23]=[CH:22][CH:21]=[CH:20][CH:19]=1.[NH2:33][C:34]([NH2:36])=[O:35].Cl>C(O)C>[OH:1][C:2]1[C:9]([N+:10]([O-:12])=[O:11])=[CH:8][C:5]([CH:6]2[C:25]([C:26]3[CH:31]=[CH:30][CH:29]=[CH:28][CH:27]=3)=[C:24]([C:18]3[CH:23]=[CH:22][CH:21]=[CH:20][CH:19]=3)[NH:36][C:34](=[O:35])[NH:33]2)=[CH:4][C:3]=1[O:13][CH2:14][CH2:15][O:16][CH3:17]. Reported procedure: To a solution of 4-hydroxy-3-(2-methoxyethoxy)-5-nitrobenzaldehyde (Intermediate 80) (200 mg, 0.83 mmol), 1,2-diphenylethanone (196 mg, 1.0 mmol) and urea (150 mg, 2.5 mmol) in ethanol (3 mL) was added conc. HCl (0.2 mL), then the resulting mixture was refluxed for 2 days. The mixture was concentrated under reduced pressure and purified by prep-HPLC (0.1% TFA as additive) to give Compound 155 (162 mg, yield 42%) as yellow solid. 1H NMR (MeOD 400 MHz) δ 7.62 (d, J=1.6 Hz, 1H), 7.27-7.24 (m, 6H), ... Starting materials: CS(=O)(=O)C1=CC=C(C=C2/C(/CCC3=CC=CC=C23)=N/O)C=C1 ((E)-1-(4-methanesulfonyl-benzylidene)-3,4-dihydro-1H-naphthalene-2-one oxime), C(C1=CC=CC=C1)Br (benzyl bromide), C([O-])([O-])=O.[K+].[K+] (potassium carbonate), CN(C=O)C (dimethylformamide). Run in ClCCl (dichloromethane), O (water). Reaction conditions: temperature 97.5 celsius, time 48 hour. Product: C(C1=CC=CC=C1)O\N=C/1\C(C2=CC=CC=C2CC1)=CC1=CC=C(C=C1)S(=O)(=O)C ((E)-1-(4-methanesulfonyl-benzylidene)-3,4-dihydro-1H-naphthalene-2-one O-benzyl Oxime). The yield is 81.9%. Reaction SMILES: [CH3:1][S:2]([C:5]1[CH:23]=[CH:22][C:8]([CH:9]=[C:10]2[C:19]3[C:14](=[CH:15][CH:16]=[CH:17][CH:18]=3)[CH2:13][CH2:12]/[C:11]/2=[N:20]\[OH:21])=[CH:7][CH:6]=1)(=[O:4])=[O:3].[CH2:24](Br)[C:25]1[CH:30]=[CH:29][CH:28]=[CH:27][CH:26]=1.C(=O)([O-])[O-].[K+].[K+].CN(C)C=O>ClCCl.O>[CH2:24]([O:21]/[N:20]=[C:11]1/[C:10](=[CH:9][C:8]2[CH:7]=[CH:6][C:5]([S:2]([CH3:1])(=[O:4])=[O:3])=[CH:23][CH:22]=2)[C:19]2[C:14]([CH2:13][CH2:12]/1)=[CH:15][CH:16]=[CH:17][CH:18]=2)[C:25]1[CH:30]=[CH:29][CH:28]=[CH:27][CH:26]=1 |f:2.3.4|. Procedure: (E)-1-(4-methanesulfonyl-benzylidene)-3,4-dihydro-1H-naphthalene-2-one oxime (25 mg, 0.076 mmol), benzyl bromide (0.022 ml, 0.18 mmol) and potassium carbonate (0.032 g, 0.23 mmol) were added into dimethylformamide (1.0 ml). Then, the solution was stirred at 95-100° C. for 48 hours, and cooled to room temperature. Again, water and dichloromethane were added, and an organic layer was separated, washed with water and brine, and dried over anhydrous magnesium sulfate and then concentrated under redu...